This data is from the Open Reaction Database (ORD), a public repository of structured organic reaction records. The task is: describe an organic reaction: reactants, conditions, products, and yield The reagents and catalysts are [Pd] (Pd-C). As a reaction SMILES: [N+:1]([C:4]1[CH:5]=[C:6]([Si:10]([CH3:13])([CH3:12])[CH3:11])[CH:7]=[CH:8][CH:9]=1)([O-])=O>C1C=CC=CC=1.[Pd]>[CH3:11][Si:10]([CH3:13])([CH3:12])[C:6]1[CH:5]=[C:4]([CH:9]=[CH:8][CH:7]=1)[NH2:1]. Reactants: [N+](=O)([O-])C=1C=C(C=CC1)[Si](C)(C)C (m-Nitrotrimethylsilylbenzene). The yield is 99.8%. Yields the product C[Si](C=1C=C(N)C=CC1)(C)C (m-Trimethylsilylaniline). Reported procedure: m-Nitrotrimethylsilylbenzene (200 mg) was catalytically hydrogenated over Pd-C in 7.5 ml of benzene at atmospheric pressure for 40 minutes. The catalyst was filtered off and washed with benzene and dry MeOH, successively. The filtrate and washings were mixed and evaporated. The residue was purified by column chromatography on silica gel [eluent: methylene chloride] to give 169 mg of pale brown liquid. The solvent is C1=CC=CC=C1 (benzene). Starting materials: CC1(c2ccccc2)OC(C=Cc2ccsc2)=CC1=O, OCC(O)CS. The product is CC1(c2ccccc2)OC(CC(SCC(O)CO)c2ccsc2)=CC1=O. RXN SMILES: [CH3:1][C:2]1([c:15]2[cH:16][cH:17][cH:18][cH:19][cH:20]2)[O:3][C:4]([CH:8]=[CH:9][c:10]2[cH:11][s:12][cH:13][cH:14]2)=[CH:5][C:6]1=[O:7].[SH:21][CH2:22][CH:23]([CH2:24][OH:25])[OH:26]>>[CH3:1][C:2]1([c:15]2[cH:16][cH:17][cH:18][cH:19][cH:20]2)[O:3][C:4]([CH2:8][CH:9]([c:10]2[cH:11][s:12][cH:13][cH:14]2)[S:21][CH2:22][CH:23]([CH2:24][OH:25])[OH:26])=[CH:5][C:6]1=[O:7]. The reactants are BrC1=CC=C(C=C1)OC(C(F)(F)F)(F)F (bromo-4-(perfluoroethoxy)-benzene), C(C1=CC=CC=C1)(C1=CC=CC=C1)=NN (benzophenone hydrazone), C1(=CC=CC=C1)P(C1=C(C2=CC=CC=C2C=C1)C1=C(C=CC2=CC=CC=C12)P(C1=CC=CC=C1)C1=CC=CC=C1)C1=CC=CC=C1 (2,2′-bis(diphenylphosphino)-1,1′-binaphthyl), C=1C=CC(=CC1)P(C=2C=CC=CC2)C3=CC=C4C=CC=CC4=C3C5=C6C=CC=CC6=CC=C5P(C=7C=CC=CC7)C=8C=CC=CC8 (BINAP), CC(C)([O-])C.[Na+] (sodium tert-butoxide), O=O (oxygen). The reagents and catalysts are C(C)(=O)[O-].[Pd+2].C(C)(=O)[O-] (palladium (II) acetate). Run in C1(=CC=CC=C1)C (toluene). Run at temperature 100 celsius, time 3 hour. Yields the product C1(=CC=CC=C1)C(=NNC1=CC=C(C=C1)OC(C(F)(F)F)(F)F)C1=CC=CC=C1 (1-(diphenylmethylene)-2-(4-(perfluoroethoxy)phenyl)-hydrazine). The yield is 88.2%. Reaction SMILES: Br[C:2]1[CH:7]=[CH:6][C:5]([O:8][C:9]([F:15])([F:14])[C:10]([F:13])([F:12])[F:11])=[CH:4][CH:3]=1.[C:16](=[N:29][NH2:30])([C:23]1[CH:28]=[CH:27][CH:26]=[CH:25][CH:24]=1)[C:17]1[CH:22]=[CH:21][CH:20]=[CH:19][CH:18]=1.C1(P(C2C=CC=CC=2)C2C=CC3C(=CC=CC=3)C=2C2C3C(=CC=CC=3)C=CC=2P(C2C=CC=CC=2)C2C=CC=CC=2)C=CC=CC=1.O=O.CC(C)([O-])C.[Na+]>C1(C)C=CC=CC=1.C([O-])(=O)C.[Pd+2].C([O-])(=O)C>[C:17]1([C:16]([C:23]2[CH:28]=[CH:27][CH:26]=[CH:25][CH:24]=2)=[N:29][NH:30][C:2]2[CH:7]=[CH:6][C:5]([O:8][C:9]([F:15])([F:14])[C:10]([F:13])([F:12])[F:11])=[CH:4][CH:3]=2)[CH:18]=[CH:19][CH:20]=[CH:21][CH:22]=1 |f:4.5,7.8.9|. Procedure: To a dry 2 L round bottomed flask fitted with an overhead mechanical stirrer, nitrogen inlet, thermometer, and reflux condenser were added 1 bromo-4-(perfluoroethoxy)-benzene (100 g, 344 mmol), benzophenone hydrazone (74.2 g, 378 mmol), and (2,2′-bis(diphenylphosphino)-1,1′-binaphthyl) (BINAP, 4.28 g, 6.87 mmol), and the mixture was suspended in anhydrous toluene (500 mL). To exclude oxygen, argon was sparged into the mixture for ten minutes (min) prior to and during the addition of palladium (I... The reactants are Cc1cccc(Br)n1, O=C([O-])[O-], CN1CCCC1=O, O=C1CCC(CC2OCCO2)(c2ccc(Cl)c(Cl)c2)CN1, [Cu]I, [K+], [K+]. The product is Cc1cccc(N2CC(CC3OCCO3)(c3ccc(Cl)c(Cl)c3)CCC2=O)n1. As a reaction SMILES: [Br:28][c:29]1[n:30][c:31]([CH3:35])[cH:32][cH:33][cH:34]1.[C:22](=[O:23])([O-:24])[O-:25].[CH3:36][N:37]1[CH2:38][CH2:39][CH2:40][C:41]1=[O:42].[Cl:1][c:2]1[cH:3][c:4]([C:9]2([CH2:16][CH:17]3[O:18][CH2:19][CH2:20][O:21]3)[CH2:10][CH2:11][C:12](=[O:15])[NH:13][CH2:14]2)[cH:5][cH:6][c:7]1[Cl:8].[Cu:43][I:44].[K+:26].[K+:27]>>[Cl:1][c:2]1[cH:3][c:4]([C:9]2([CH2:16][CH:17]3[O:18][CH2:19][CH2:20][O:21]3)[CH2:10][CH2:11][C:12](=[O:15])[N:13]([c:29]3[n:30][c:31]([CH3:35])[cH:32][cH:33][cH:34]3)[CH2:14]2)[cH:5][cH:6][c:7]1[Cl:8]. Starting materials: CC(=O)C=1C(=NC(=NC1C)C)NCC1=CC=C(C=C1)Br (methyl(4-(4-bromobenzylamino)-2,6-dimethylpyrimidin-5-yl)ketone), C(C)(C)(C)N1N=NN=C1C1=C(C=CC=C1)B(O)O (2-[(1-tert-butyl)-1H-tetrazol-5-yl]phenylboronic acid), C(=O)([O-])[O-].[Na+].[Na+] (Na2CO3). Reagents/catalysts: [Pd].C1(=CC=CC=C1)P(C1=CC=CC=C1)C1=CC=CC=C1.C1(=CC=CC=C1)P(C1=CC=CC=C1)C1=CC=CC=C1.C1(=CC=CC=C1)P(C1=CC=CC=C1)C1=CC=CC=C1.C1(=CC=CC=C1)P(C1=CC=CC=C1)C1=CC=CC=C1 (tetrakis(triphenylphosphine) palladium(0)). Run in CCOC(=O)C (EtOAc), C1(=CC=CC=C1)C (toluene), O (water), CCO (EtOH). Reaction conditions: time 2.5 hour. Product: CC(=O)C=1C(=NC(=NC1C)C)NCC1=CC=C(C=C1)C1=C(C=CC=C1)C1=NN=NN1C(C)(C)C (Methyl[2,6-dimethyl-4-[(2'-(1-tert-butyl- 1H-tetrazol-5-yl)biphenyl-4-ylmethyl)amino]pyrimidin-5-yl]ketone). Yield: 75.1%. RXN SMILES: [CH3:1][C:2]([C:4]1[C:5]([NH:12][CH2:13][C:14]2[CH:19]=[CH:18][C:17](Br)=[CH:16][CH:15]=2)=[N:6][C:7]([CH3:11])=[N:8][C:9]=1[CH3:10])=[O:3].[C:21]([N:25]1[C:29]([C:30]2[CH:35]=[CH:34][CH:33]=[CH:32][C:31]=2B(O)O)=[N:28][N:27]=[N:26]1)([CH3:24])([CH3:23])[CH3:22].C([O-])([O-])=O.[Na+].[Na+]>C1(C)C=CC=CC=1.O.CCO.CCOC(C)=O.[Pd].C1(P(C2C=CC=CC=2)C2C=CC=CC=2)C=CC=CC=1.C1(P(C2C=CC=CC=2)C2C=CC=CC=2)C=CC=CC=1.C1(P(C2C=CC=CC=2)C2C=CC=CC=2)C=CC=CC=1.C1(P(C2C=CC=CC=2)C2C=CC=CC=2)C=CC=CC=1>[CH3:1][C:2]([C:4]1[C:5]([NH:12][CH2:13][C:14]2[CH:19]=[CH:18][C:17]([C:31]3[CH:32]=[CH:33][CH:34]=[CH:35][C:30]=3[C:29]3[N:25]([C:21]([CH3:24])([CH3:23])[CH3:22])[N:26]=[N:27][N:28]=3)=[CH:16][CH:15]=2)=[N:6][C:7]([CH3:11])=[N:8][C:9]=1[CH3:10])=[O:3] |f:2.3.4,9.10.11.12.13|. Procedure: To a heated solution of methyl(4-(4-bromobenzylamino)-2,6-dimethylpyrimidin-5-yl)ketone (1.67 g, 5.00 mmol) and tetrakis(triphenylphosphine) palladium(0) (0.29 g, 0.25 mmol) in toluene (20 mL) was added a partial solution of 2-[(1-tert-butyl)-1H-tetrazol-5-yl]phenylboronic acid (1.50 g, 6.10 mmol) (prepared according to J. W. Ellingboe, et al. U.S. Pat. No. 5,149,699) and Na2CO3 (1.06 g, 10.00 mmol) in water (10 mL) and EtOH (5 mL) in several portions over 1 h. Heating was continued for 2.5 h. T...